Dataset: the Open Reaction Database (ORD), a public repository of structured organic reaction records. Task: describe an organic reaction: reactants, conditions, products, and yield Reactants: O.NC1CCN(CC1)CCC1=CNC2=CC=CC=C12 (4-Amino-1-[2-(3-indolyl)ethyl]piperidine hydrate), C1(=CC=CC=C1)N=C=S (phenyl isothiocyanate). The solvent is C1=CC=CC=C1 (benzene). Conditions: time 24 hour. The product is C1(=CC=CC=C1)NC(=S)NC1CCN(CC1)CCC1=CNC2=CC=CC=C12 (1-Phenyl-3-[1-(2-[3-indolyl]ethyl)piperid-4-yl] thiourea), solid. RXN SMILES: O.[NH2:2][CH:3]1[CH2:8][CH2:7][N:6]([CH2:9][CH2:10][C:11]2[C:19]3[C:14](=[CH:15][CH:16]=[CH:17][CH:18]=3)[NH:13][CH:12]=2)[CH2:5][CH2:4]1.[C:20]1([N:26]=[C:27]=[S:28])[CH:25]=[CH:24][CH:23]=[CH:22][CH:21]=1>C1C=CC=CC=1>[C:20]1([NH:26][C:27]([NH:2][CH:3]2[CH2:8][CH2:7][N:6]([CH2:9][CH2:10][C:11]3[C:19]4[C:14](=[CH:15][CH:16]=[CH:17][CH:18]=4)[NH:13][CH:12]=3)[CH2:5][CH2:4]2)=[S:28])[CH:25]=[CH:24][CH:23]=[CH:22][CH:21]=1 |f:0.1|. Procedure: 4-Amino-1-[2-(3-indolyl)ethyl]piperidine hydrate (1.31 g, 0.005 mole) was dissolved in benzene (125 ml) and phenyl isothiocyanate (0.74g, 0.0055 mole) added dropwise with stirring. After 24 hr., the mixture was filtered to give the title compound (free base) as a white amorphous solid (1.76g). This was dissolved in a minimum of hot ethanol, saturated ethanol-HCl added until acid, and then the solution allowed to crystallise. Filtration afforded the title compound hydrochloride as colourless pris... The reactants are COP(=O)(CN1C(C=2C(C1=O)=CC=CC2)=O)CC(C(=O)O)CC(C)C (2(RS)-[[(RS)-(methoxy)(phthalimidomethyl)phosphinyl]methyl]-4 -methylvaleric acid), NC1NC(CCCCCCCCCC1)=O ((-)-3-amino-2-azacyclotridecanone). The product is COP(=O)CN1C(C=2C(C1=O)=CC=CC2)=O ((phthalimidomethyl)phosphinic acid methyl ester). Reaction SMILES: [CH3:1][O:2][P:3](CC(CC(C)C)C(O)=O)([CH2:5][N:6]1[C:10](=[O:11])[C:9]2=[CH:12][CH:13]=[CH:14][CH:15]=[C:8]2[C:7]1=[O:16])=[O:4].NC1CCCCCCCCCCC(=O)N1>>[CH3:1][O:2][PH:3]([CH2:5][N:6]1[C:10](=[O:11])[C:9]2=[CH:12][CH:13]=[CH:14][CH:15]=[C:8]2[C:7]1=[O:16])=[O:4]. Reported procedure: In an analogous manner to that described in Example 1(A)(iv), from 0.347 g of 2(RS)-[[(RS)-(methoxy)(phthalimidomethyl)phosphinyl]methyl]-4 -methylvaleric acid and 0.2 g of (-)-3-amino-2-azacyclotridecanone there was obtained 0.21 g of [(RS)-4-methyl-2-[[(R or S)-2-oxoazacyclotridecyl]carbamoyl]pentyl](phthalimidomethyl)phosphinic acid methyl ester in the form of a white solid. Reactants: C=CC#N, CC(=O)O, Nc1ccc(CCCN2CCN(c3ccccc3)CC2)cc1. The product is N#CCCNc1ccc(CCCN2CCN(c3ccccc3)CC2)cc1. Reaction SMILES: [CH2:23]=[CH:24][C:25]#[N:26].[CH3:27][C:28](=[O:29])[OH:30].[NH2:1][c:2]1[cH:3][cH:4][c:5]([CH2:8][CH2:9][CH2:10][N:11]2[CH2:12][CH2:13][N:14]([c:17]3[cH:18][cH:19][cH:20][cH:21][cH:22]3)[CH2:15][CH2:16]2)[cH:6][cH:7]1>>[NH:1]([c:2]1[cH:3][cH:4][c:5]([CH2:8][CH2:9][CH2:10][N:11]2[CH2:12][CH2:13][N:14]([c:17]3[cH:18][cH:19][cH:20][cH:21][cH:22]3)[CH2:15][CH2:16]2)[cH:6][cH:7]1)[CH2:23][CH2:24][C:25]#[N:26]. Starting materials: Br (HBr), FC=1C=C(C=CC1OC(F)(F)F)[C@H](NC(C1=NC=C(C(=C1)OC)[N+](=O)[O-])=O)C1=NC=CC=C1F ((S)—N-((3-fluoro-4-(trifluoromethoxy)phenyl)(3-fluoropyridin-2-yl)methyl)-4-methoxy-5-nitropicolinamide), CCOC(=O)C (EtOAc). The solvent is petroleum ether, CC(=O)O (AcOH). Reaction conditions: temperature 90 celsius, time 12 hour. Yields the product FC=1C=C(C=CC1OC(F)(F)F)[C@H](NC(C1=NC=C(C(=C1)O)[N+](=O)[O-])=O)C1=NC=CC=C1F ((S)—N-((3-Fluoro-4-(trifluoromethoxy)phenyl)(3-fluoropyridin-2-yl)methyl)-4-hydroxy-5-nitropicolinamide). RXN SMILES: Br.[F:2][C:3]1[CH:4]=[C:5]([C@@H:14]([C:29]2[C:34]([F:35])=[CH:33][CH:32]=[CH:31][N:30]=2)[NH:15][C:16](=[O:28])[C:17]2[CH:22]=[C:21]([O:23]C)[C:20]([N+:25]([O-:27])=[O:26])=[CH:19][N:18]=2)[CH:6]=[CH:7][C:8]=1[O:9][C:10]([F:13])([F:12])[F:11].CCOC(C)=O>CC(O)=O>[F:2][C:3]1[CH:4]=[C:5]([C@@H:14]([C:29]2[C:34]([F:35])=[CH:33][CH:32]=[CH:31][N:30]=2)[NH:15][C:16](=[O:28])[C:17]2[CH:22]=[C:21]([OH:23])[C:20]([N+:25]([O-:27])=[O:26])=[CH:19][N:18]=2)[CH:6]=[CH:7][C:8]=1[O:9][C:10]([F:11])([F:12])[F:13]. Procedure details: To a solution of 30% HBr in AcOH (10 mL, Spectrochem, India) was added (S)—N-((3-fluoro-4-(trifluoromethoxy)phenyl)(3-fluoropyridin-2-yl)methyl)-4-methoxy-5-nitropicolinamide (1 g, 0.002 mol), and the resulting reaction mixture was stirred for 12 h at 90° C. The reaction progress was monitored by TLC (50% EtOAc in petroleum ether). After completion of the reaction, the reaction mixture was concentrated and neutralized with sat'd NaHCO3 solution (pH˜7-7.5) and the aqueous solution was extracted w... Starting materials: C(C1=CC=CC=C1)N1CCC(CC1)CC(CC1=CC=CC=C1)O (1-benzyl-4-(3-Phenyl-2-hydroxypropyl)piperidine), C(C)N(CC)S(F)(F)F ((Diethylamino)sulfur trifluoride), O (H2O). Run in C(Cl)Cl (CH2Cl2), C(Cl)Cl (CH2Cl2). Run at time 20 minute. The product is C(C1=CC=CC=C1)N1CCC(CC1)CC(CC1=CC=CC=C1)F (1-benzyl-4-(3-phenyl-2-fluoropropyl)piperidine). RXN SMILES: C(N(S(F)(F)[F:7])CC)C.[CH2:10]([N:17]1[CH2:22][CH2:21][CH:20]([CH2:23][CH:24](O)[CH2:25][C:26]2[CH:31]=[CH:30][CH:29]=[CH:28][CH:27]=2)[CH2:19][CH2:18]1)[C:11]1[CH:16]=[CH:15][CH:14]=[CH:13][CH:12]=1.O>C(Cl)Cl>[CH2:10]([N:17]1[CH2:22][CH2:21][CH:20]([CH2:23][CH:24]([F:7])[CH2:25][C:26]2[CH:31]=[CH:30][CH:29]=[CH:28][CH:27]=2)[CH2:19][CH2:18]1)[C:11]1[CH:16]=[CH:15][CH:14]=[CH:13][CH:12]=1. Procedure: A solution of 0.27 mL (2.0 mmol) of (Diethylamino)sulfur trifluoride (DAST) in 2 mL of CH2Cl2 was cooled to −78° C. To this was added a solution of 1-benzyl-4-(3-Phenyl-2-hydroxypropyl)piperidine (Example 228, Step 2) in 2 mL of CH2Cl2. The mixture was stirred and warmed to rt. After 20 min, 10 mL of H2O were added and the mixture was extracted with CH2Cl2. The combined organic fractions were washed with sat'd NaHCO3 solution and sat'd NaCl solution, dried over MgSO4, filtered and the filtrate w... Reactants: ClC1=NC=C(C(=N1)Cl)C(F)(F)F (2,4-dichloro-5-trifluoromethylpyrimidine), product, [Cl-].[Na+] (sodium chloride), crude product, Cl (hydrogen chloride), C(O)([O-])=O.[Na+] (sodium hydrogen carbonate), solution, FC(CCO)(F)F (3,3,3-trifluoro-1-propanol), [H-].[Na+] (sodium hydride), CS(=O)(=O)C1=CC=C(C=C1)N (4-methanesulphonylphenylamine). Solvent: O1CCOCC1 (dioxane), C(C)#N (acetonitrile), C(C)#N (acetonitrile), C(C)OCC (diethyl ether). Reaction conditions: time 24 hour. Yields the product CS(=O)(=O)C1=CC=C(C=C1)NC1=NC=C(C(=N1)OCCC(F)(F)F)C(F)(F)F ((4-Methanesulphonylphenyl)[5-trifluoromethyl-4-(3,3,3-trifluoropropoxy)pyrimidin-2-yl]amine). RXN SMILES: Cl[C:2]1[N:7]=[C:6](Cl)[C:5]([C:9]([F:12])([F:11])[F:10])=[CH:4][N:3]=1.[F:13][C:14]([F:19])([F:18])[CH2:15][CH2:16][OH:17].[H-].[Na+].[Cl-].[Na+].[CH3:24][S:25]([C:28]1[CH:33]=[CH:32][C:31]([NH2:34])=[CH:30][CH:29]=1)(=[O:27])=[O:26].Cl.C(=O)([O-])O.[Na+]>C(OCC)C.C(#N)C.O1CCOCC1>[CH3:24][S:25]([C:28]1[CH:33]=[CH:32][C:31]([NH:34][C:2]2[N:7]=[C:6]([O:17][CH2:16][CH2:15][C:14]([F:19])([F:18])[F:13])[C:5]([C:9]([F:12])([F:11])[F:10])=[CH:4][N:3]=2)=[CH:30][CH:29]=1)(=[O:26])=[O:27] |f:2.3,4.5,8.9|. Procedure: A solution of 1.00 g (4.63 mmol) of 2,4-dichloro-5-trifluoromethylpyrimidine and 0.68 g (5.99 mmol) of 3,3,3-trifluoro-1-propanol in 12.2 ml of diethyl ether and 12.2 ml of acetonitrile was admixed at 0° C. with stirring in portions with 0.24 g of sodium hydride (55%). The mixture was slowly warmed to room temperature overnight in an ice bath. The mixture was admixed with ice and dilute sodium chloride solution. Extraction was carried out with ethyl acetate (2×). The combined organic phases were...